Dataset: the Open Reaction Database (ORD), a public repository of structured organic reaction records. Task: describe an organic reaction: reactants, conditions, products, and yield Starting materials: C(F)C1CO1 (epifluorohydrin), C(C1=CC=CC=C1)N (benzylamine). The solvent is C(C)O (ethanol). The product is FCC(CN(CC(CF)O)CC1=CC=CC=C1)O (N,N-bis(3-fluoro-2-hydroxypropyl)benzylamine). The yield is 100.1%. Reaction SMILES: [CH2:1]([CH:3]1[O:5][CH2:4]1)[F:2].[CH2:6]([NH2:13])[C:7]1[CH:12]=[CH:11][CH:10]=[CH:9][CH:8]=1>C(O)C>[F:2][CH2:1][CH:3]([OH:5])[CH2:4][N:13]([CH2:6][C:7]1[CH:12]=[CH:11][CH:10]=[CH:9][CH:8]=1)[CH2:4][CH:3]([OH:5])[CH2:1][F:2]. Procedure: A solution of 27.28 g (0.359 mole) of epifluorohydrin and 19.20 g (0.1795 mole) of benzylamine dissolved in 200 ml of ethanol was heated under reflux for 4 hours. The reaction mixture was then concentrated by evaporation under reduced pressure, to give 46.6 g of N,N-bis(3-fluoro-2-hydroxypropyl)benzylamine as a colorless oil.